This data is from the Open Reaction Database (ORD), a public repository of structured organic reaction records. The task is: describe an organic reaction: reactants, conditions, products, and yield Starting materials: O.O.[Sn](Cl)Cl (Tin (II) chloride dihydrate), CC(CN1CCN(CC1)C1=CC=C(C=C1)[N+](=O)[O-])=C (1-(2-methyl-allyl)-4-(4-nitrophenyl)-piperazine), CCCCCC (hexane). The solvent is C(C)(=O)OCC (ethyl acetate). The product is CC(CN1CCN(CC1)C1=CC=C(C=C1)N)=C (1-(2-methyl-allyl)-4-(4-amino-phenyl)-piperazine). Isolated yield 73.5%. RXN SMILES: O.O.[Sn](Cl)Cl.[CH3:6][C:7](=[CH2:24])[CH2:8][N:9]1[CH2:14][CH2:13][N:12]([C:15]2[CH:20]=[CH:19][C:18]([N+:21]([O-])=O)=[CH:17][CH:16]=2)[CH2:11][CH2:10]1.CCCCCC>C(OCC)(=O)C>[CH3:24][C:7](=[CH2:6])[CH2:8][N:9]1[CH2:14][CH2:13][N:12]([C:15]2[CH:20]=[CH:19][C:18]([NH2:21])=[CH:17][CH:16]=2)[CH2:11][CH2:10]1 |f:0.1.2|. Procedure details: Tin (II) chloride dihydrate (67.0 g, 297 mmol) was added in portions to a solution of 1-(2-methyl-allyl)-4-(4-nitro-phenyl)-piperazine (prepared as described in Reference Example 40, 13 g, 50 mmol) in ethyl acetate (200 mL) at room temperature. The mixture was heated to reflux for 4 hours then the solvent was evaporated under reduced pressure. The resulting residue was diluted with water and basified with 10% sodium hydroxide solution to pH ˜10 then extracted with ethyl acetate (4×100 mL). The c...